Dataset: the Open Reaction Database (ORD), a public repository of structured organic reaction records. Task: describe an organic reaction: reactants, conditions, products, and yield Reactants: CS (methanethiol), [OH-].[Na+] (sodium hydroxide), Cl.NC(C(=O)O)C1=CC(=C(C=C1)O)CCl ((-)-α-amino-3-(chloromethyl)-4-hydroxybenzeneacetic acid hydrochloride). The solvent is O (water). Run at time 8 hour. Product: NC(C(=O)O)C1=CC(=C(C=C1)O)CSC ((-)-α-Amino-4-hydroxy-3-[(methylthio)methyl]benzeneacetic acid). As a reaction SMILES: [CH3:1][SH:2].[OH-].[Na+].Cl.[NH2:6][CH:7]([C:11]1[CH:16]=[CH:15][C:14]([OH:17])=[C:13]([CH2:18]Cl)[CH:12]=1)[C:8]([OH:10])=[O:9]>O>[NH2:6][CH:7]([C:11]1[CH:16]=[CH:15][C:14]([OH:17])=[C:13]([CH2:18][S:2][CH3:1])[CH:12]=1)[C:8]([OH:10])=[O:9] |f:1.2,3.4|. Reported procedure: To a solution of methanethiol (3 g, 0.04 mmole) in 250 ml of water is added sodium hydroxide (0.04 mole) followed by (-)-α-amino-3-(chloromethyl)-4-hydroxybenzeneacetic acid hydrochloride (5 g, 0.02 mole). The solution obtained is stirred overnight. Removal of the solvent by flash evaporation gives a quantitative yield of the title compound combined with 2 equivalents of sodium chloride. Starting materials: O1CCCC1 (tetrahydrofuran), NS(=O)(=O)C=1C=CC(=C(C(=O)O)C1)F (5-(aminosulfonyl)-2-fluorobenzoic acid), CN (methylamine), 1-(3-dimethylaminopropyl)-3-ethylcarbodlimide hydrochloride. Solvent: ClCCl (dichloromethane). Conditions: time 16 hour. Product: NS(=O)(=O)C=1C=CC(=C(C(=O)NC)C1)F (5-(Aminosulfonyl)-2-fluoro-N-methylbenzamide). Yield: 23.0%. RXN SMILES: [NH2:1][S:2]([C:5]1[CH:6]=[CH:7][C:8]([F:14])=[C:9]([CH:13]=1)[C:10](O)=[O:11])(=[O:4])=[O:3].[CH3:15][NH2:16].O1CCCC1>ClCCl>[NH2:1][S:2]([C:5]1[CH:6]=[CH:7][C:8]([F:14])=[C:9]([CH:13]=1)[C:10]([NH:16][CH3:15])=[O:11])(=[O:4])=[O:3]. Procedure: To a suspension of 5-(aminosulfonyl)-2-fluorobenzoic acid [prepared according to Chem. Pharm. Bull. 1995, 43(4), 582-7] (3.0g, 13.7mmol) in dichloromethane (100 mL) at room temperature under nitrogen was added 1-(3-dimethylaminopropyl)-3-ethylcarbodlimide hydrochloride (WSCDI) (2.89 g, 15.06 mmol) followed by a solution of methylamine in tetrahydrofuran (2 M, 8.21 mL, 16.42 mmol), dropwise and the reaction allowed to stir for 16 hours. The crude reaction mixture was then evaporated to dryness an... The reactants are [I-].ClC1=[N+](C=CC=C1)C (2-Chloro-1-methylpyridinium iodide), N1C=NC=C1 (imidazole), C(C)(C)N(CC)C(C)C (diisopropylethylamine). The solvent is C(C)#N (acetonitrile). Yields the product [I-].N1(C=NC=C1)C1=[N+](C=CC=C1)C (2-(1-Imidazolyl)-1-methylpyridinium iodide). Procedure: 2-Chloro-1-methylpyridinium iodide (9.43 g), imidazole (2.45 g) and diisopropylethylamine (4.77 g) were added to acetonitrile (150 ml) and the mixture refluxed for 2 hours. The product was filtered off from the chilled solution and dried. Yield, 6 g. Reaction SMILES: [I-:1].Cl[C:3]1[CH:8]=[CH:7][CH:6]=[CH:5][N+:4]=1[CH3:9].[NH:10]1[CH:14]=[CH:13][N:12]=[CH:11]1.C(N(C(C)C)CC)(C)C>C(#N)C>[I-:1].[N:10]1([C:3]2[CH:8]=[CH:7][CH:6]=[CH:5][N+:4]=2[CH3:9])[CH:14]=[CH:13][N:12]=[CH:11]1 |f:0.1,5.6|. Reaction SMILES: [OH:1][C@H:2]1[CH2:7][CH2:6][C@H:5]2[C@H:8]3[C@H:17]([CH2:18][CH2:19][C@:3]12[CH3:4])[C@@H:16]1[C@H:11]([CH2:12][C:13](=[O:20])[CH2:14][CH2:15]1)[CH2:10][CH2:9]3.N1C=CN=C1.[C:26]([Si:30](Cl)([CH3:32])[CH3:31])([CH3:29])([CH3:28])[CH3:27].CCCCCC.CCOC(C)=O>CN(C=O)C.O>[Si:30]([O:1][C@H:2]1[CH2:7][CH2:6][C@H:5]2[C@H:8]3[C@H:17]([CH2:18][CH2:19][C@:3]12[CH3:4])[C@@H:16]1[C@H:11]([CH2:12][C:13](=[O:20])[CH2:14][CH2:15]1)[CH2:10][CH2:9]3)([C:26]([CH3:29])([CH3:28])[CH3:27])([CH3:32])[CH3:31] |f:3.4|. Reaction conditions: temperature 0 celsius. The product is [Si](C)(C)(C(C)(C)C)O[C@@H]1[C@]2(C)[C@@H](CC1)[C@@H]1CC[C@H]3CC(CC[C@@H]3[C@H]1CC2)=O (17β-t-Butyldimethylsilyloxy-5α-estran-3-one). Starting materials: N1C=NC=C1 (imidazole), CCCCCC.CCOC(=O)C (hexane EtOAc), O[C@@H]1[C@]2(C)[C@@H](CC1)[C@@H]1CC[C@H]3CC(CC[C@@H]3[C@H]1CC2)=O (17β-hydroxy-5α-estran-3-one), C(C)(C)(C)[Si](C)(C)Cl (t-butyl dimethyl silyl chloride). Procedure: 10 g of 17β-hydroxy-5α-estran-3-one was dissolved in 150 ml of DMF. 3.7 g of imidazole were then added and the mixture was cooled to 0° C. 6.5 g of t-butyl dimethyl silyl chloride were added and the mixture was stirred and gradually warmed to room temperature followed by stirring for two days. TLC (hexane/EtOAc (9:1)) revealed that the reaction was complete. The reaction mixture was diluted with water and then extracted with 500 ml of hexane/EtOAc (9:1) (2×). The combined organic layers were was... The solvent is CN(C)C=O (DMF), O (water). The yield is 99.1%. Starting materials: solution, [Sn](Cl)(Cl)(Cl)Cl (tin chloride), ice water, C1(=CC=C(C=C1)C(=O)Cl)C (p-toluoyl chloride), [Si](C)(C)(C)C#N (TMSCN). The reagents and catalysts are C(Cl)Cl (CH2Cl2). Reaction conditions: time 4 hour. Product: C1(=CC=C(C=C1)C(=O)C#N)C (p-toluoyl cyanide). The yield is 93.3%. As a reaction SMILES: [Sn](Cl)(Cl)(Cl)Cl.[C:6]1([CH3:15])[CH:11]=[CH:10][C:9]([C:12](Cl)=[O:13])=[CH:8][CH:7]=1.[Si]([C:20]#[N:21])(C)(C)C>C(Cl)Cl>[C:6]1([CH3:15])[CH:11]=[CH:10][C:9]([C:12]([C:20]#[N:21])=[O:13])=[CH:8][CH:7]=1. Reported procedure: A 1 M solution of tin chloride in CH2Cl2 (1.3 mL, 1.3 mmol) was added dropwise to an ice water cooled solution of p-toluoyl chloride (10.00 g, 65 mmol) and TMSCN (9.00 mL, 68 mmol). The reaction was monitored to completion over 4 hours by disappearance of the IR acid chloride carbonyl stretch, then quenched by addition of ice water (20 mL) and extracted with CH2Cl2. The organic solution was dried (MgSO4) and concentrated to afford 8.80 g of p-toluoyl cyanide as an orange solid. Starting materials: NC=1C=C(C(=O)NCCN2[C@H](CCC[C@H]2C)C)C=CC1F (3-amino-N-(2-(2,6-cis-dimethyl piperidin-1-yl)ethyl)-4-fluorobenzamide), BrC1=CC=2N(C=C1)C(=CN2)C(=O)O (7-bromoimidazo[1,2-a]pyridine-3-carboxylic acid), BrC1=CC=2N(C=C1)C(=CN2)C(=O)O (7-bromoimidazo[1,2-a]pyridine-3-carboxylic acid), S(=O)(Cl)Cl (thionyl chloride). The solvent is N1=CC=CC=C1 (pyridine), C1(=CC=CC=C1)C (toluene). Run at time 2 hour. Product: BrC1=CC=2N(C=C1)C(=CN2)C(=O)NC2=C(C=CC(=C2)C(NCCN2[C@H](CCC[C@H]2C)C)=O)F (7-Bromo-N-(5-(2-(2,6-cis-dimethylpiperidin-1-yl)ethylcarbamoyl)-2-fluorophenyl)imidazo[1,2-a]pyridine-3-carboxamide). As a reaction SMILES: [Br:1][C:2]1[CH:7]=[CH:6][N:5]2[C:8]([C:11]([OH:13])=O)=[CH:9][N:10]=[C:4]2[CH:3]=1.S(Cl)(Cl)=O.[NH2:18][C:19]1[CH:20]=[C:21]([CH:35]=[CH:36][C:37]=1[F:38])[C:22]([NH:24][CH2:25][CH2:26][N:27]1[C@H:32]([CH3:33])[CH2:31][CH2:30][CH2:29][C@@H:28]1[CH3:34])=[O:23]>C1(C)C=CC=CC=1.N1C=CC=CC=1>[Br:1][C:2]1[CH:7]=[CH:6][N:5]2[C:8]([C:11]([NH:18][C:19]3[CH:20]=[C:21]([C:22](=[O:23])[NH:24][CH2:25][CH2:26][N:27]4[C@H:32]([CH3:33])[CH2:31][CH2:30][CH2:29][C@@H:28]4[CH3:34])[CH:35]=[CH:36][C:37]=3[F:38])=[O:13])=[CH:9][N:10]=[C:4]2[CH:3]=1. Procedure: 7-Bromoimidazo[1,2-a]pyridine-3-carboxylic acid (Intermediate 1) (1.150 g, 4.77 mmol) was suspended in toluene (10 ml) and treated with thionyl chloride (1.045 ml, 14.32 mmol). The mixture was at 100° C. for 2 hrs. The solvent was removed in vacuo and the solid was added to a stirred solution of 3-amino-N-(2-(2,6-cis-dimethyl piperidin-1-yl)ethyl)-4-fluorobenzamide (1.4 g, 4.77 mmol) in dry pyridine (5 ml) containing oven dried molecular sieves. The mixture was stirred at RT under nitrogen atmos...